This data is from the Open Reaction Database (ORD), a public repository of structured organic reaction records. The task is: describe an organic reaction: reactants, conditions, products, and yield Starting materials: crude mixture, BrC=1C=C(C=NC1)C(CCC)NC(=O)C=1C=NN(C1C)C1=CC=C(C=C1)Cl (1-(4-chloro-phenyl)-5-methyl-1H-pyrazole-4-carboxylic acid [1-(5-bromo-pyridin-3-yl)-butyl]-amide), CS(=O)(=O)N (methanesulfonamide), C(C)(=O)[O-].[Cs+] (cesium acetate), [Cl-].[NH4+].[Na] (sodium ammonium chloride), C([O-])(O)=O.[Na+] (sodium bicarbonate), resultant mixture. Reagents/catalysts: [Cu]I (copper(I) iodide). Run in CCOC(=O)C (EtOAc), CS(=O)C (DMSO). The product is CS(=O)(=O)NC=1C=C(C=NC1)C(CCC)NC(=O)C=1C=NN(C1C)C1=CC=C(C=C1)Cl (1-(4-chloro-phenyl)-5-methyl-1H-pyrazole-4-carboxylic acid [1-(5-methanesulfonylamino-pyridin-3-yl)-butyl]-amide). Yield: 37.4%. Reaction SMILES: Br[C:2]1[CH:3]=[C:4]([CH:8]([NH:12][C:13]([C:15]2[CH:16]=[N:17][N:18]([C:21]3[CH:26]=[CH:25][C:24]([Cl:27])=[CH:23][CH:22]=3)[C:19]=2[CH3:20])=[O:14])[CH2:9][CH2:10][CH3:11])[CH:5]=[N:6][CH:7]=1.[CH3:28][S:29]([NH2:32])(=[O:31])=[O:30].C([O-])(=O)C.[Cs+].[Cl-].[NH4+].[Na].C(=O)(O)[O-].[Na+]>CS(C)=O.CCOC(C)=O.[Cu]I>[CH3:28][S:29]([NH:32][C:2]1[CH:3]=[C:4]([CH:8]([NH:12][C:13]([C:15]2[CH:16]=[N:17][N:18]([C:21]3[CH:26]=[CH:25][C:24]([Cl:27])=[CH:23][CH:22]=3)[C:19]=2[CH3:20])=[O:14])[CH2:9][CH2:10][CH3:11])[CH:5]=[N:6][CH:7]=1)(=[O:31])=[O:30] |f:2.3,4.5.6,7.8,^1:39|. Procedure details: A solution of 1-(4-chloro-phenyl)-5-methyl-1H-pyrazole-4-carboxylic acid [1-(5-bromo-pyridin-3-yl)-butyl]-amide (100 mg, 0.22 mmol), methanesulfonamide (85 mg, 0.89 mmol), copper(I) iodide (210 mg, 1.1 mmol) and cesium acetate (260 mg, 1.3 mmol) in DMSO (3 mL) is heated at 130° C. for 18 hours. After cooling to room temperature, saturated aqueous sodium ammonium chloride (2 mL) and saturated aqueous sodium bicarbonate (1 mL) are added and the resultant mixture is stirred for 30 min. The crude mi... Reactants: OC1=NC(=NC(=C1NC(=O)C=1OC=CC1)O)SC (4,6-dihydroxy-5-(2-furanylcarbonyl)amino-2-methylthiopyrimidine), COC1=CC=C(CCN)C=C1 (p-methoxyphenethylamine), Cl (hydrochloric acid). Run in O (water), O (water). Reaction conditions: temperature 90 celsius. Yields the product OC1=NC(=NC(=C1NC(=O)C=1OC=CC1)O)NCCC1=CC=C(C=C1)OC (4,6-dihydroxy-5-(2-furanylcarbonyl)amino-2-[(4-methoxy-phenyl)ethyl]aminopyrimidine). The yield is 16.6%. RXN SMILES: [OH:1][C:2]1[C:7]([NH:8][C:9]([C:11]2[O:12][CH:13]=[CH:14][CH:15]=2)=[O:10])=[C:6]([OH:16])[N:5]=[C:4](SC)[N:3]=1.[CH3:19][O:20][C:21]1[CH:29]=[CH:28][C:24]([CH2:25][CH2:26][NH2:27])=[CH:23][CH:22]=1.Cl>O>[OH:1][C:2]1[C:7]([NH:8][C:9]([C:11]2[O:12][CH:13]=[CH:14][CH:15]=2)=[O:10])=[C:6]([OH:16])[N:5]=[C:4]([NH:27][CH2:26][CH2:25][C:24]2[CH:28]=[CH:29][C:21]([O:20][CH3:19])=[CH:22][CH:23]=2)[N:3]=1. Procedure: A mixture of 4,6-dihydroxy-5-(2-furanylcarbonyl)amino-2-methylthiopyrimidine (2 g, 7.5 mM), p-methoxyphenethylamine (3.4 g, 22.5 mH), and water (25 ml) was heated at 90° C. for 15 hours. The mixture was then poured into water (100 ml) and acidified with concentrated hydrochloric acid until PH<3. The resultant precipitate was removed by filtration and recrystallised from methanol/water (3:1) to afford 4,6-dihydroxy-5-(2-furanylcarbonyl)amino-2-[(4-methoxy-phenyl)ethyl]aminopyrimidine as a white s... Reactants: CS(=O)(=O)OC1CN(C1)C=1SC=C(N1)C(N[C@H]1CN(CC1)C(=O)OCC1=CC=C(C=C1)[N+](=O)[O-])=O (3-methanesulfonyloxy-1-{4-[(3R)-1-(p-nitrobenzyloxycarbonyl)-pyrrolidin-3-ylcarbamoyl]-1,3-thiazol-2-yl}azetidine), C(C)(=S)[O-].[K+] (potassium thioacetate). Run in CN(C=O)C (dimethylformamide). Run at temperature 80 celsius, time 8 hour. Yields the product C(C)(=O)SC1CN(C1)C=1SC=C(N1)C(N[C@H]1CN(CC1)C(=O)OCC1=CC=C(C=C1)[N+](=O)[O-])=O (3-acetylthio-1-{4-[(3R)-1-(p-nitrobenzyloxycarbonyl)-pyrrolidin-3-ylcarbamoyl]-1,3-thiazol-2-yl}azetidine). Isolated yield 69.3%. RXN SMILES: CS(O[CH:6]1[CH2:9][N:8]([C:10]2[S:11][CH:12]=[C:13]([C:15](=[O:35])[NH:16][C@@H:17]3[CH2:21][CH2:20][N:19]([C:22]([O:24][CH2:25][C:26]4[CH:31]=[CH:30][C:29]([N+:32]([O-:34])=[O:33])=[CH:28][CH:27]=4)=[O:23])[CH2:18]3)[N:14]=2)[CH2:7]1)(=O)=O.[C:36]([O-:39])(=[S:38])[CH3:37].[K+]>CN(C)C=O>[C:36]([S:38][CH:6]1[CH2:7][N:8]([C:10]2[S:11][CH:12]=[C:13]([C:15](=[O:35])[NH:16][C@@H:17]3[CH2:21][CH2:20][N:19]([C:22]([O:24][CH2:25][C:26]4[CH:31]=[CH:30][C:29]([N+:32]([O-:34])=[O:33])=[CH:28][CH:27]=4)=[O:23])[CH2:18]3)[N:14]=2)[CH2:9]1)(=[O:39])[CH3:37] |f:1.2|. Reported procedure: To a solution of 3-methanesulfonyloxy-1-{4-[(3R)-1-(p-nitrobenzyloxycarbonyl)-pyrrolidin-3-ylcarbamoyl]-1,3-thiazol-2-yl}azetidine (420 mg, 0.799 mmol) (obtained as described in Reference Example 53(8)) in dimethylformamide (21 ml) was added potassium thioacetate (548 mg, 4.79 mmol) at room temperature. The mixture was stirred in an oil bath (80° C.) overnight. After checking the completion of the reaction, the reaction mixture was partitioned between ethyl acetate and 10% aqueous sodium chlorid...